Dataset: the Open Reaction Database (ORD), a public repository of structured organic reaction records. Task: describe an organic reaction: reactants, conditions, products, and yield The reactants are COc1ccc(OC)c(C(=O)O)c1, O=S(=O)(O)O. Product: COc1ccc(O)cc1C(=O)O. RXN SMILES: [CH3:1][O:2][c:3]1[c:4]([C:5](=[O:6])[OH:7])[cH:8][c:9]([O:12][CH3:13])[cH:10][cH:11]1.[S:14](=[O:15])(=[O:16])([OH:17])[OH:18]>>[CH3:1][O:2][c:3]1[c:4]([C:5](=[O:6])[OH:7])[cH:8][c:9]([OH:12])[cH:10][cH:11]1. Starting materials: C=CCC(C#N)(CC(=O)OC)c1ccccc1, CO, [Na+], [OH-]. The product is C=CCC(C#N)(CC(=O)O)c1ccccc1. Reaction SMILES: [C:1](#[N:2])[C:3]([CH2:4][C:5](=[O:6])[O:7][CH3:8])([CH2:9][CH:10]=[CH2:11])[c:12]1[cH:13][cH:14][cH:15][cH:16][cH:17]1.[CH3:20][OH:21].[Na+:19].[OH-:18]>>[C:1](#[N:2])[C:3]([CH2:4][C:5](=[O:6])[OH:7])([CH2:9][CH:10]=[CH2:11])[c:12]1[cH:13][cH:14][cH:15][cH:16][cH:17]1. Reactants: c1ccc(Cc2noc(C3CCNCC3)n2)cc1, CN(CC1(c2cccc(Cl)c2)CC1C=O)S(=O)(=O)c1ccccc1, N#CCc1cccc(Cl)c1. Product: CN(CC1(c2cccc(Cl)c2)CC1CN1CCC(c2nc(Cc3ccccc3)no2)CC1)S(=O)(=O)c1ccccc1. RXN SMILES: [CH2:35]([c:36]1[cH:37][cH:38][cH:39][cH:40][cH:41]1)[c:42]1[n:43][o:44][c:45]([CH:47]2[CH2:48][CH2:49][NH:50][CH2:51][CH2:52]2)[n:46]1.[Cl:1][c:2]1[cH:3][c:4]([C:8]2([CH2:13][N:14]([S:15](=[O:16])(=[O:17])[c:18]3[cH:19][cH:20][cH:21][cH:22][cH:23]3)[CH3:24])[CH:9]([CH:11]=[O:12])[CH2:10]2)[cH:5][cH:6][cH:7]1.[Cl:25][c:26]1[cH:27][c:28]([CH2:29][C:30]#[N:31])[cH:32][cH:33][cH:34]1>>[Cl:1][c:2]1[cH:3][c:4]([C:8]2([CH2:13][N:14]([S:15](=[O:16])(=[O:17])[c:18]3[cH:19][cH:20][cH:21][cH:22][cH:23]3)[CH3:24])[CH:9]([CH2:11][N:50]3[CH2:49][CH2:48][CH:47]([c:45]4[o:44][n:43][c:42]([CH2:35][c:36]5[cH:37][cH:38][cH:39][cH:40][cH:41]5)[n:46]4)[CH2:52][CH2:51]3)[CH2:10]2)[cH:5][cH:6][cH:7]1. The reactants are NC1=C(C=NC=C1)O (4-amino-3-pyridinol), COC(N(CC)CC)OC (N,N-diethylformamide dimethyl acetal). Run in C1(=CC=CC=C1)C (toluene). Product: C(C)N(CC)C=NC1=C(C=NC=C1)O (4-[[(Diethylamino)methylene]amino]-3-pyridinol). The yield is 61.5%. RXN SMILES: [NH2:1][C:2]1[CH:7]=[CH:6][N:5]=[CH:4][C:3]=1[OH:8].CO[CH:11](OC)[N:12]([CH2:15][CH3:16])[CH2:13][CH3:14]>C1(C)C=CC=CC=1>[CH2:13]([N:12]([CH:11]=[N:1][C:2]1[CH:7]=[CH:6][N:5]=[CH:4][C:3]=1[OH:8])[CH2:15][CH3:16])[CH3:14]. Reported procedure: A mixture of 4-amino-3-pyridinol (3.90 g), N,N-diethylformamide dimethyl acetal (11.68 g) and toluene (20 mL) was heated under nitrogen for 2 hours. The solution was concentrated under reduced pressure. The resulting liquid was filtered through silica gel with 10% ethanol in tetrahydrofuran to give a solid. Recrystallization of the purified product from ethyl acetate/hexanes afforded 4.21 g of crystalline solid, m.p. 104°-106° C. Reactants: NC1C(N(C2=C(CC1)C=CC=C2)CC2=CC=C(C=C2)C(C)C)=O (3-(R/S)-amino-1-(p-isopropylbenzyl)-2,3,4,5-tetrahydro-benzazepin-2-one), Cl (hydrochloric acid), Cl (hydrochloride), C(C)OC([C@@H](CCC1CCCCC1)OS(=O)(=O)C1=CC=C(C=C1)[N+](=O)[O-])=O ((R)-alpha-[[(4-nitrophenyl)-sulfonyl]oxy]-4-cyclohexylbutyric acid ethyl ester), CN1CCOCC1 (N-methylmorpholine). Run in C(C)(=O)OCC.CCCCCC (ethyl acetate hexane), C(C)(=O)OCC.O1CCCC1 (ethyl acetate tetrahydrofuran), C(C)(=O)OCC (ethyl acetate). Conditions: temperature 75 celsius. Yields the product C(C)OC(=O)[C@H](CCC1CCCCC1)NC1C(N(C2=C(CC1)C=CC=C2)CC2=CC=C(C=C2)C(C)C)=O (3-[(1-(S)-Ethoxycarbonyl-3-cyclohexyl-propyl)-amino]-1-(p-isopropylbenzyl)-2,3,4,5-tetrahydro-benzazepin-2-one). Reaction SMILES: [NH2:1][CH:2]1[CH2:8][CH2:7][C:6]2[CH:9]=[CH:10][CH:11]=[CH:12][C:5]=2[N:4]([CH2:13][C:14]2[CH:19]=[CH:18][C:17]([CH:20]([CH3:22])[CH3:21])=[CH:16][CH:15]=2)[C:3]1=[O:23].[CH2:24]([O:26][C:27](=[O:50])[C@H:28](OS(C1C=CC([N+]([O-])=O)=CC=1)(=O)=O)[CH2:29][CH2:30][CH:31]1[CH2:36][CH2:35][CH2:34][CH2:33][CH2:32]1)[CH3:25].CN1CCOCC1.Cl>C(OCC)(=O)C.C(OCC)(=O)C.O1CCCC1.C(OCC)(=O)C.CCCCCC>[CH2:24]([O:26][C:27]([C@@H:28]([NH:1][CH:2]1[CH2:8][CH2:7][C:6]2[CH:9]=[CH:10][CH:11]=[CH:12][C:5]=2[N:4]([CH2:13][C:14]2[CH:15]=[CH:16][C:17]([CH:20]([CH3:21])[CH3:22])=[CH:18][CH:19]=2)[C:3]1=[O:23])[CH2:29][CH2:30][CH:31]1[CH2:32][CH2:33][CH2:34][CH2:35][CH2:36]1)=[O:50])[CH3:25] |f:5.6,7.8|. Procedure: 1.5 g of 3-(R/S)-amino-1-(p-isopropylbenzyl)-2,3,4,5-tetrahydro-benzazepin-2-one and 2.23 g of (R)-alpha-[[(4-nitrophenyl)-sulfonyl]oxy]-4-cyclohexylbutyric acid ethyl ester (Helv. Chim. Acta 71 (2), 337, 1988) are combined and, at 40° C., 0.67 ml of N-methylmorpholine is added. The mixture is heated at 75° C. for 15 h, cooled, diluted with ethyl acetate, washed with aqueous sodium hydrogen carbonate solution and water and finally with dilute hydrochloric acid and brine. Flash chromatography (80... The reactants are ClCl (chlorine), O1C=NC2=C1C=CC=C2 (benzoxazole), O.[O-2].[O-2].[O-2].O=[Si]=O.O=[Si]=O.O=[Si]=O.O=[Si]=O.[Al+3].[Al+3] (montmorillonite KSF), ClCl (chlorine), ClC=1OC2=C(N1)C=CC=C2 (2-chlorobenzoxazole). The product is ClCl (chlorine), ClC=1OC2=C(N1)C=CC(=C2)Cl (2,6-dichlorobenzoxazole). RXN SMILES: O1C2C=CC=CC=2N=C1.O.[O-2].[O-2].[O-2].O=[Si]=O.O=[Si]=O.O=[Si]=O.O=[Si]=O.[Al+3].[Al+3].[Cl:28][Cl:29].[Cl:30][C:31]1[O:32][C:33]2[CH:39]=[CH:38][CH:37]=[CH:36][C:34]=2[N:35]=1>>[Cl:28][Cl:29].[Cl:30][C:31]1[O:32][C:33]2[CH:39]=[C:38]([Cl:28])[CH:37]=[CH:36][C:34]=2[N:35]=1 |f:1.2.3.4.5.6.7.8.9.10|. Reported procedure: Using the method of Example 1, 11.9 g (0.1 mol) of benzoxazole were reacted, with addition of 0.5 g of montmorillonite KSF, with chlorine gas at 100° C. After addition of 1.1 times the molar amount of chlorine gas, GC showed complete conversion into 2-chlorobenzoxazole. Further introduction of chlorine gas (an additional 1.0 times the molar amount) at 120-125° C. resulted in 80.6% conversion into 2,6-dichlorobenzoxazole.